The task is: describe an organic reaction: reactants, conditions, products, and yield. This data is from the Open Reaction Database (ORD), a public repository of structured organic reaction records. The product is C1(C=2C(C(N1C1=NNC3=CC=CC=C13)=O)=CC=CC2)=O (3-phthalimidoindazole). Reactants: NC1=NNC2=CC=CC=C12 (3-aminoindazole), C(C=1C(C(=O)O)=CC=CC1)(=O)O (phthalic acid), C(C)OCC (diethyl ether). Yield: 87.0%. Procedure details: 5.0 g of the same 3-aminoindazole as Example 1 and 6.68 g of phthalic acid were added to 50 ml of dixoane, and the mixture was stirred for 5 hours at 120° C. The mixture was condensed under reduced pressure, 30 ml of diethyl ether was added and the mixture was stirred under cooling with ice and water for 30 minutes to separate crystals. The crystals were obtained by filtration and dried under reduced pressure to give 8.6 g of 3-phthalimidoindazole in a yield of 87%. The solvent is O (water). Run at temperature 120 celsius, time 5 hour. RXN SMILES: [NH2:1][C:2]1[C:10]2[C:5](=[CH:6][CH:7]=[CH:8][CH:9]=2)[NH:4][N:3]=1.[C:11](O)(=[O:21])[C:12]1[C:13](=[CH:17][CH:18]=[CH:19][CH:20]=1)[C:14](O)=[O:15].C(OCC)C>O>[C:11]1(=[O:21])[N:1]([C:2]2[C:10]3[C:5](=[CH:6][CH:7]=[CH:8][CH:9]=3)[NH:4][N:3]=2)[C:14](=[O:15])[C:13]2=[CH:17][CH:18]=[CH:19][CH:20]=[C:12]12. The reactants are [Br-].[Li+] (lithium bromide), C([O-])([O-])=O.[Li+].[Li+] (lithium carbonate), CN(C=O)C (N,N-dimethylformamide), Br[C@H]1C(C[C@@H]2CC[C@H]3[C@@H]4C[C@H]5[C@H]([C@H](C)[C@]6(O5)CC[C@@H](C)CO6)[C@]4(CC[C@@H]3[C@]2(C1)C)C)=O ((2α,5α,25R)-2-bromospirostan-3-one). The solvent is C(C)(=O)OCC (ethyl acetate). Run at temperature 95 celsius, time 3 hour. The product is C[C@H]1[C@H]2[C@H](C[C@H]3[C@@H]4CC[C@H]5CC(C=C[C@]5(C)[C@H]4CC[C@]23C)=O)O[C@]12CC[C@@H](C)CO2 ((5α,25R)-spirost-1-en-3-one). Isolated yield 98.0%. Reaction SMILES: [Br-].[Li+].C(=O)([O-])[O-].[Li+].[Li+].CN(C)C=O.Br[C@@H:15]1[CH2:41][C@@:40]2([CH3:42])[C@@H:18]([CH2:19][CH2:20][C@@H:21]3[C@@H:39]2[CH2:38][CH2:37][C@@:36]2([CH3:43])[C@H:22]3[CH2:23][C@@H:24]3[O:29][C@@:28]4([O:35][CH2:34][C@H:32]([CH3:33])[CH2:31][CH2:30]4)[C@@H:26]([CH3:27])[C@@H:25]32)[CH2:17][C:16]1=[O:44]>C(OCC)(=O)C>[CH3:27][C@@H:26]1[C@:28]2([O:35][CH2:34][C@H:32]([CH3:33])[CH2:31][CH2:30]2)[O:29][C@H:24]2[CH2:23][C@@H:22]3[C@@:36]([CH3:43])([C@@H:25]12)[CH2:37][CH2:38][C@H:39]1[C@H:21]3[CH2:20][CH2:19][C@@H:18]2[C@:40]1([CH3:42])[CH:41]=[CH:15][C:16](=[O:44])[CH2:17]2 |f:0.1,2.3.4|. Reported procedure: A mixture of lithium bromide (0.700 g, 8.06 mmol), lithium carbonate (1.20 g, 16.24 mmol) and anhydrous N,N-dimethylformamide (30 mL) were heated under nitrogen atmosphere to 95° C. To this mixture, (2α,5α,25R)-2-bromospirostan-3-one (4.00 g, 8.11 mmol) was added. The reaction mixture was stirred at 130° C. for 3 hours. After cooling to room temperature, the reaction mixture was diluted with ethyl acetate, washed with water (3x), brine (1x), dried (sodium sulfate), filtered and concentrated in v... Procedure details: As in Example 19, (E)-4-[3-[4-(4-fluorophenyl)-2-(1-methylethyl)-3-quinolinyl]-2propenyloxy]-alpha-oxobenzeneacetic acid methyl ester (0.84 g) in a mixture of methanol (10 mL) and tetrahydrofuran (1.5 mL) was treated with 1N sodium hydroxide (1.9 mL). The usual work up furnished 0.82 g of a solid, which was crystallized from ethyl acetate to yield 0.63 g of (E)-4-[3-[4-(4-fluorophenyl)-2-(1-methylethyl)-3-quinolin]-2-propenyloxy]-alpha-oxobenzeneacetic acid, mp 232°-234° C. Reactants: COC(C(C1=CC=C(C=C1)OC\C=C\C=1C(=NC2=CC=CC=C2C1C1=CC=C(C=C1)F)C(C)C)=O)=O ((E)-4-[3-[4-(4-fluorophenyl)-2-(1-methylethyl)-3-quinolinyl]-2propenyloxy]-alpha-oxobenzeneacetic acid methyl ester), [OH-].[Na+] (sodium hydroxide). RXN SMILES: C[O:2][C:3](=[O:36])[C:4](=[O:35])[C:5]1[CH:10]=[CH:9][C:8]([O:11][CH2:12]/[CH:13]=[CH:14]/[C:15]2[C:16]([CH:32]([CH3:34])[CH3:33])=[N:17][C:18]3[C:23]([C:24]=2[C:25]2[CH:30]=[CH:29][C:28]([F:31])=[CH:27][CH:26]=2)=[CH:22][CH:21]=[CH:20][CH:19]=3)=[CH:7][CH:6]=1.[OH-].[Na+]>CO.O1CCCC1>[F:31][C:28]1[CH:29]=[CH:30][C:25]([C:24]2[C:23]3[C:18](=[CH:19][CH:20]=[CH:21][CH:22]=3)[N:17]=[C:16]([CH:32]([CH3:33])[CH3:34])[C:15]=2/[CH:14]=[CH:13]/[CH2:12][O:11][C:8]2[CH:7]=[CH:6][C:5]([C:4](=[O:35])[C:3]([OH:36])=[O:2])=[CH:10][CH:9]=2)=[CH:26][CH:27]=1 |f:1.2|. Solvent: CO (methanol), O1CCCC1 (tetrahydrofuran). Yield: 100.5%. Yields the product FC1=CC=C(C=C1)C1=C(C(=NC2=CC=CC=C12)C(C)C)/C=C/COC1=CC=C(C=C1)C(C(=O)O)=O ((E)-4-[3-[4-(4-fluorophenyl)-2-(1-methylethyl)-3-quinolinyl]-2-propenyloxy]-alpha-oxobenzeneacetic acid).